Dataset: the Open Reaction Database (ORD), a public repository of structured organic reaction records. Task: describe an organic reaction: reactants, conditions, products, and yield Reaction SMILES: [C:37](=[O:38])([O-:39])[O-:40].[CH2:1]1[CH2:2][O:3][CH2:4][CH2:5][NH:6]1.[CH3:7][O:8][c:9]1[cH:10][c:11]2[c:12]([s:13][c:14]([CH:16]=[O:17])[cH:15]2)[cH:18][c:19]1[O:20][CH3:21].[K+:41].[K+:42].[K:34][C:35]#[N:36].[O:43]1[CH2:44][CH2:45][O:46][CH2:47][CH2:48]1.[OH2:22].[OH2:49].[c:23]1([CH3:24])[cH:25][cH:26][c:27]([S:28]([OH:29])(=[O:30])=[O:31])[cH:32][cH:33]1>>[CH2:1]1[CH2:2][O:3][CH2:4][CH2:5][N:6]1[CH:16]([c:14]1[s:13][c:12]2[c:11]([cH:10][c:9]([O:8][CH3:7])[c:19]([O:20][CH3:21])[cH:18]2)[cH:15]1)[C:35]#[N:36]. The reactants are O=C([O-])[O-], C1COCCN1, COc1cc2cc(C=O)sc2cc1OC, [K+], [K+], N#C[K], C1COCCO1, O, O, Cc1ccc(S(=O)(=O)O)cc1. The product is COc1cc2cc(C(C#N)N3CCOCC3)sc2cc1OC. Starting materials: NC(=O)CCC(=O)NBr, O=C(OOC(=O)c1ccccc1)c1ccccc1, ClC(Cl)(Cl)Cl, COC(=O)c1ccccc1C. Yields the product COC(=O)c1ccccc1CBr. Reaction SMILES: [Br:12][NH:13][C:14](=[O:15])[CH2:16][CH2:17][C:18]([NH2:19])=[O:20].[C:21]([O:22][O:23][C:24](=[O:25])[c:26]1[cH:27][cH:28][cH:29][cH:30][cH:31]1)(=[O:32])[c:33]1[cH:34][cH:35][cH:36][cH:37][cH:38]1.[C:39]([Cl:40])([Cl:41])([Cl:42])[Cl:43].[CH3:1][O:2][C:3]([c:4]1[c:5]([CH3:10])[cH:6][cH:7][cH:8][cH:9]1)=[O:11]>>[CH3:1][O:2][C:3]([c:4]1[c:5]([CH2:10][Br:12])[cH:6][cH:7][cH:8][cH:9]1)=[O:11].